From a dataset of the Open Reaction Database (ORD), a public repository of structured organic reaction records. describe an organic reaction: reactants, conditions, products, and yield The reactants are ClC1=CC(=C(C=C1)OC)CCl (4-chloro-2-chloromethyl-1-methoxy-benzene), [C-]#N.[K+] (potassium cyanide), C1COCCOCCOCCOCCOCCO1 (18-crown-6). Solvent: C(C)#N (acetonitrile), C(C)(=O)OCC (ethyl acetate). Run at time 12 hour. The product is ClC=1C=CC(=C(C1)CC#N)OC ((5-Chloro-2-methoxy-phenyl)-acetonitrile). Isolated yield 98.2%. RXN SMILES: [Cl:1][C:2]1[CH:7]=[CH:6][C:5]([O:8][CH3:9])=[C:4]([CH2:10]Cl)[CH:3]=1.[C-:12]#[N:13].[K+].C1OCCOCCOCCOCCOCCOC1>C(#N)C.C(OCC)(=O)C>[Cl:1][C:2]1[CH:7]=[CH:6][C:5]([O:8][CH3:9])=[C:4]([CH2:10][C:12]#[N:13])[CH:3]=1 |f:1.2|. Reported procedure: To a solution of (5-chloro-2-methoxy-phenyl)-methanol (17.1 g, 99.1 mmol) in methylene chloride (100 mL) was added thionyl chloride (14.5 mL, 198 mmol). The reaction was stirred at reflux for 3 hours, cooled to room temperature and concentrated in vacuo. The crude product was dissolved in methylene chloride and washed with saturated aqueous sodium hydrogen carbonate then dried over magnesium sulfate. Concentration in vacuo gave 4-chloro-2-chloromethyl-1-methoxy-benzene (18.4 g). To a solution of... Reactants: CN1N=CC(=C1C(NC1=CC=2N(C=C1)N=C(N2)C2=CC=CC=C2)=O)C(=O)O (1-methyl-5-(2-phenyl-[1,2,4]triazolo[1,5-a]pyridin-7-ylcarbamoyl)-1H-pyrazole-4-carboxylic acid), Cl.FC1CNC1 (3-fluoroazetidine hydrochloride), C(C)(C)N(CC)C(C)C (diisopropylethylamine), CCCP(=O)=O (propylphosphonic anhydride). Solvent: O1CCCC1 (tetrahydrofurane). Conditions: temperature 70 celsius, time 3 hour. The product is FC1CN(C1)C(=O)C=1C=NN(C1C(=O)NC1=CC=2N(C=C1)N=C(N2)C2=CC=CC=C2)C (4-(3-fluoroazetidine-1-carbonyl)-1-methyl-N-(2-phenyl-[1,2,4]triazolo[1,5-a]pyridin-7-yl)-1H-pyrazole-5-carboxamide). Isolated yield 95.9%. RXN SMILES: [CH3:1][N:2]1[C:6]([C:7](=[O:24])[NH:8][C:9]2[CH:14]=[CH:13][N:12]3[N:15]=[C:16]([C:18]4[CH:23]=[CH:22][CH:21]=[CH:20][CH:19]=4)[N:17]=[C:11]3[CH:10]=2)=[C:5]([C:25]([OH:27])=O)[CH:4]=[N:3]1.Cl.[F:29][CH:30]1[CH2:33][NH:32][CH2:31]1.C(N(C(C)C)CC)(C)C.CCCP(=O)=O>O1CCCC1>[F:29][CH:30]1[CH2:33][N:32]([C:25]([C:5]2[CH:4]=[N:3][N:2]([CH3:1])[C:6]=2[C:7]([NH:8][C:9]2[CH:14]=[CH:13][N:12]3[N:15]=[C:16]([C:18]4[CH:23]=[CH:22][CH:21]=[CH:20][CH:19]=4)[N:17]=[C:11]3[CH:10]=2)=[O:24])=[O:27])[CH2:31]1 |f:1.2|. Reported procedure: A mixture of 1-methyl-5-(2-phenyl-[1,2,4]triazolo[1,5-a]pyridin-7-ylcarbamoyl)-1H-pyrazole-4-carboxylic acid (100 mg, 276 μmol), 3-fluoroazetidine hydrochloride (30.8 mg, 276 mmol), diisopropylethylamine (241 μl, 1.38 mmol) and propylphosphonic anhydride (50% in ethyl acetate, 407 μl, 690 μmol) in tetrahydrofurane (7 ml) is stirred for 3 hours at 70° C. under nitrogen atmosphere in a closed vessel and then over the weekend at room temperature. The solvent is evaporated and to the residue is adde... The product is Cl, Oc1ccc(-n2cnc3ccccc32)cc1. As a reaction SMILES: [BrH:19].[CH3:20][OH:21].[CH3:22][CH2:23][O:24][CH2:25][CH3:26].[CH3:27][C:28](=[O:29])[OH:30].[CH3:2][O:3][c:4]1[cH:5][cH:6][c:7](-[n:10]2[cH:11][n:12][c:13]3[c:14]2[cH:15][cH:16][cH:17][cH:18]3)[cH:8][cH:9]1.[ClH:1]>>[ClH:1].[OH:3][c:4]1[cH:5][cH:6][c:7](-[n:10]2[cH:11][n:12][c:13]3[c:14]2[cH:15][cH:16][cH:17][cH:18]3)[cH:8][cH:9]1. Starting materials: Br, CO, CCOCC, CC(=O)O, COc1ccc(-n2cnc3ccccc32)cc1, Cl. Starting materials: C1(=CC=CC=C1)C1=CC=C(C=C1)O (4-Phenylphenol), C(C=C)Br (allyl bromide), C(=O)([O-])[O-].[K+].[K+] (K2CO3). The solvent is CN(C)C=O (DMF), C(C)OCC (diethyl ether). Yields the product C(C=C)OC1=CC=C(C=C1)C1=CC=CC=C1 (4-Allyloxy-biphenyl). The yield is 78.9%. RXN SMILES: [C:1]1([C:7]2[CH:12]=[CH:11][C:10]([OH:13])=[CH:9][CH:8]=2)[CH:6]=[CH:5][CH:4]=[CH:3][CH:2]=1.[CH2:14](Br)[CH:15]=[CH2:16].C([O-])([O-])=O.[K+].[K+]>CN(C=O)C.C(OCC)C>[CH2:16]([O:13][C:10]1[CH:9]=[CH:8][C:7]([C:1]2[CH:2]=[CH:3][CH:4]=[CH:5][CH:6]=2)=[CH:12][CH:11]=1)[CH:15]=[CH2:14] |f:2.3.4|. Procedure details: 4-Phenylphenol 64 (25.5 g, 0.15 mol), allyl bromide (20.0 g, 0.165 mol) and K2CO3 (41.5 g, 0.15 mol) in 75 ml of dry DMF were stirred at room temperature overnight. The reaction mixture was diluted with 500 ml of diethyl ether and washed with water. The ether layer was washed with brine, dried and concentrated to give a lightly brown solid that was recrystallized from hexane to give 24.9 g of 4-allyloxy-biphenyl 65. Step 2: 3-Allyl-biphenyl-4-ol 66. Starting materials: N#CCBr, CC(C)(Cc1c[nH]c2c(O)cccc12)NC(=O)OC(C)(C)C, CCC(C)=O, [K+], [K+], O=C([O-])[O-]. Yields the product CC(C)(Cc1c[nH]c2c(OCC#N)cccc12)NC(=O)OC(C)(C)C. As a reaction SMILES: [Br:23][CH2:24][C:25]#[N:26].[C:1]([CH3:2])([CH3:3])([CH3:4])[O:5][C:6]([NH:7][C:8]([CH2:9][c:10]1[cH:11][nH:12][c:13]2[c:14]([OH:19])[cH:15][cH:16][cH:17][c:18]12)([CH3:20])[CH3:21])=[O:22].[CH3:33][C:34](=[O:35])[CH2:36][CH3:37].[K+:27].[K+:28].[O-:29][C:30]([O-:31])=[O:32]>>[C:1]([CH3:2])([CH3:3])([CH3:4])[O:5][C:6]([NH:7][C:8]([CH2:9][c:10]1[cH:11][nH:12][c:13]2[c:14]([O:19][CH2:24][C:25]#[N:26])[cH:15][cH:16][cH:17][c:18]12)([CH3:20])[CH3:21])=[O:22]. Yields the product C(C)(=O)NC=1C=2N(C=C(C1)C=1C(=C(C=CC1)NC(C1=CC=C(C=C1)C(C)(C)C)=O)C)C=CN2 (N-[3-(8-Acetylamino-imidazo[1,2-a]pyridin-6-yl)-2-methyl-phenyl]-4-tert-butyl-benzamide). Reaction conditions: temperature 0 celsius. As a reaction SMILES: [NH2:1][C:2]1[C:3]2[N:4]([CH:28]=[CH:29][N:30]=2)[CH:5]=[C:6]([C:8]2[C:9]([CH3:27])=[C:10]([NH:14][C:15](=[O:26])[C:16]3[CH:21]=[CH:20][C:19]([C:22]([CH3:25])([CH3:24])[CH3:23])=[CH:18][CH:17]=3)[CH:11]=[CH:12][CH:13]=2)[CH:7]=1.C(N(C(C)C)CC)(C)C.[C:40](Cl)(=[O:42])[CH3:41]>ClCCl>[C:40]([NH:1][C:2]1[C:3]2[N:4]([CH:28]=[CH:29][N:30]=2)[CH:5]=[C:6]([C:8]2[C:9]([CH3:27])=[C:10]([NH:14][C:15](=[O:26])[C:16]3[CH:21]=[CH:20][C:19]([C:22]([CH3:25])([CH3:23])[CH3:24])=[CH:18][CH:17]=3)[CH:11]=[CH:12][CH:13]=2)[CH:7]=1)(=[O:42])[CH3:41]. Reported procedure: To N-[3-(8-Amino-imidazo[1,2-a]pyridin-6-yl)-2-methyl-phenyl]-4-tert-butyl-benzamide (185 mg, 0.414 mmol) in dichloromethane (10 mL) was added diisopropylethylamine (0.24 mL, 3 eq). The resulting mixture was cooled to 0° C. and with stirring was added acetyl chloride (31 μL, 0.95 eq) and the resulting mixture was stirred from 0° C. to room temperature overnight. The next day the solvent was removed under reduced pressure at 55° C. and ethyl acetate (35 mL) and water (25 mL) were added to the res... Solvent: ClCCl (dichloromethane). The reactants are NC=1C=2N(C=C(C1)C=1C(=C(C=CC1)NC(C1=CC=C(C=C1)C(C)(C)C)=O)C)C=CN2 (N-[3-(8-Amino-imidazo[1,2-a]pyridin-6-yl)-2-methyl-phenyl]-4-tert-butyl-benzamide), C(C)(C)N(CC)C(C)C (diisopropylethylamine), C(C)(=O)Cl (acetyl chloride). Starting materials: [H-].C(C(C)C)[Al+]CC(C)C (diisobutylaluminum hydride), ClC1=CC(=C(C2=C1C=C(O2)C=O)N2C(N(C(=CC2=O)C(F)(F)F)C)=O)F (3-(4-chloro-6-fluoro-2-formylbenzofuran-7-yl)-1-methyl-6-trifluoromethyluracil), O (water). Solvent: O1CCCC1 (tetrahydrofuran). Run at time 1 hour. Product: ClC1=CC(=C(C2=C1C=C(O2)CO)N2C(N(C(=CC2=O)C(F)(F)F)C)=O)F (3-(4-chloro-6-fluoro-2-hydroxymethylbenzofuran-7-yl)-1-methyl-6-trifluoromethyluracil). Yield: 93.8%. Reaction SMILES: [Cl:1][C:2]1[C:7]2[CH:8]=[C:9]([CH:11]=[O:12])[O:10][C:6]=2[C:5]([N:13]2[C:18](=[O:19])[CH:17]=[C:16]([C:20]([F:23])([F:22])[F:21])[N:15]([CH3:24])[C:14]2=[O:25])=[C:4]([F:26])[CH:3]=1.[H-].C([Al+]CC(C)C)C(C)C.O>O1CCCC1>[Cl:1][C:2]1[C:7]2[CH:8]=[C:9]([CH2:11][OH:12])[O:10][C:6]=2[C:5]([N:13]2[C:18](=[O:19])[CH:17]=[C:16]([C:20]([F:23])([F:22])[F:21])[N:15]([CH3:24])[C:14]2=[O:25])=[C:4]([F:26])[CH:3]=1 |f:1.2|. Procedure: 1.5 g (3.8 mmol) of 3-(4-chloro-6-fluoro-2-formylbenzofuran-7-yl)-1-methyl-6-trifluoromethyluracil was dissolved in 10 ml of tetrahydrofuran, and 4.5 ml of diisobutylaluminum hydride (0.94M hexane solution) was dropwise added thereto in a nitrogen stream at 5° C. After stirring at room temperature for 1 hour, the reaction solution was poured into water and extracted with ethyl acetate. The organic layer was washed sequentially with water and a saturated sodium chloride aqueous solution and then ...